describe an organic reaction: reactants, conditions, products, and yield From a dataset of the Open Reaction Database (ORD), a public repository of structured organic reaction records. Reactants: BrC=1C=C(C(=NC1)C)[N+](=O)[O-] (5-bromo-2-methyl-3-nitro-pyridine). Reagents/catalysts: [Fe] (iron). Solvent: C(C)(=O)O (acetic acid), O (water). Conditions: time 2.5 hour. The product is BrC=1C=C(C(=NC1)C)N (5-Bromo-2-methyl-pyridin-3-ylamine). RXN SMILES: [Br:1][C:2]1[CH:3]=[C:4]([N+:9]([O-])=O)[C:5]([CH3:8])=[N:6][CH:7]=1>C(O)(=O)C.O.[Fe]>[Br:1][C:2]1[CH:3]=[C:4]([NH2:9])[C:5]([CH3:8])=[N:6][CH:7]=1. Procedure: To a solution of 5-bromo-2-methyl-3-nitro-pyridine (stage 75.1.5, 765 mg, 3.53 mmol) in acetic acid (7 ml) and water (1.75 ml) was added in three portions iron powder (591 mg, 10.6 mmol). The reaction mixture was stirred for 2.5 h at rt then quenched with 20 ml of 10 M aqueous NaOH, 20 g ice and 20 ml EtOAc before being filtered over Celite. The solid was washed with EtOAc and the filtrate was extracted with EtOAc. The combined organic layers were washed with brine, dried over Na2SO4, filtered a... The reactants are ClC=1C=C(C=CC1O)NC1=NC=NC2=CC=CC(=C12)O[C@@H](CN(C(C)=O)C)C (N-[(2R)-2-({4-[(3-chloro-4-hydroxyphenyl)amino]quinazolin-5-yl}oxy)propyl]-N-methylacetamide), Cl.ClCC=1N=CSC1 (4-(chloromethyl)-thiazole hydrochloride). The product is ClC=1C=C(C=CC1OCC=1N=CSC1)NC1=NC=NC2=CC=CC(=C12)O[C@@H](CN(C(C)=O)C)C (N-{(2R)-2-[(4-{[3-Chloro-4-(1,3-thiazol-4-ylmethoxy)phenyl]amino}quinazolin-5-yl)oxy]propyl}-N-methylacetamide). Yield: 17.0%. As a reaction SMILES: [Cl:1][C:2]1[CH:3]=[C:4]([NH:9][C:10]2[C:19]3[C:14](=[CH:15][CH:16]=[CH:17][C:18]=3[O:20][C@H:21]([CH3:28])[CH2:22][N:23]([CH3:27])[C:24](=[O:26])[CH3:25])[N:13]=[CH:12][N:11]=2)[CH:5]=[CH:6][C:7]=1[OH:8].Cl.Cl[CH2:31][C:32]1[N:33]=[CH:34][S:35][CH:36]=1>>[Cl:1][C:2]1[CH:3]=[C:4]([NH:9][C:10]2[C:19]3[C:14](=[CH:15][CH:16]=[CH:17][C:18]=3[O:20][C@H:21]([CH3:28])[CH2:22][N:23]([CH3:27])[C:24](=[O:26])[CH3:25])[N:13]=[CH:12][N:11]=2)[CH:5]=[CH:6][C:7]=1[O:8][CH2:31][C:32]1[N:33]=[CH:34][S:35][CH:36]=1 |f:1.2|. Procedure details: The procedure described in Example 3 was repeated using N-[(2R)-2-({4-[(3-chloro-4-hydroxyphenyl)amino]quinazolin-5-yl}oxy)propyl]-N-methylacetamide (obtained as described for in Example 50, preparation of starting materials) and 4-(chloromethyl)-thiazole hydrochloride to give the title compound in 17% yield; NMR spectrum (DMSO-d6) 1.36 (d, 3H), 1.94 (s, 3H), 3.02 (s, 3H), 3.3O (1H obscured by H2O), 4.21 (dd, 1H), 5.09 (m, 1H), 5.33 (s, 2H), 7.29 (m, 3H), 7.70 (m, 2H), 7.81 (s, 1H), 8.08 (s, 1H)... Procedure details: 2-(4-Fluoro-3-methylphenyl)acetamide (863 mg) was dissolved in saturated hydrochloric acid/ethanol (20 ml), and the reaction solution was stirred at 85° C. for 10 hours. The reaction solution was concentrated under reduced pressure and then diluted with ethyl acetate, followed by separation with water. The organic layer was washed with saturated aqueous sodium bicarbonate and brine and then dried over magnesium sulfate. 919 mg of the title compound was obtained by concentration under reduced pre... Run at temperature 85 celsius, time 10 hour. Reaction SMILES: [F:1][C:2]1[CH:7]=[CH:6][C:5]([CH2:8][C:9](N)=[O:10])=[CH:4][C:3]=1[CH3:12].Cl.[CH2:14]([OH:16])[CH3:15]>>[F:1][C:2]1[CH:7]=[CH:6][C:5]([CH2:8][C:9]([O:16][CH2:14][CH3:15])=[O:10])=[CH:4][C:3]=1[CH3:12] |f:1.2|. Starting materials: FC1=C(C=C(C=C1)CC(=O)N)C (2-(4-Fluoro-3-methylphenyl)acetamide), Cl.C(C)O (hydrochloric acid ethanol). The product is FC1=C(C=C(C=C1)CC(=O)OCC)C (ethyl 2-(4-fluoro-3-methylphenyl)acetate). Starting materials: C[SiH](C)OC(c1cccc(Cc2cccc3c2C(=O)NC3=O)c1)C(C)(C)C, CN, CCO. Product: C[SiH](C)OC(c1cccc(CN)c1)C(C)(C)C. As a reaction SMILES: [C:3]([CH3:4])([CH3:5])([CH3:6])[CH:7]([c:8]1[cH:9][c:10]([CH2:11][c:12]2[cH:13][cH:14][cH:15][c:16]3[c:21]2[C:19](=[O:20])[NH:18][C:17]3=[O:22])[cH:23][cH:24][cH:25]1)[O:26][SiH:27]([CH3:28])[CH3:29].[CH3:1][NH2:2].[CH3:30][CH2:31][OH:32]>>[NH2:2][CH2:11][c:10]1[cH:9][c:8]([CH:7]([C:3]([CH3:4])([CH3:5])[CH3:6])[O:26][SiH:27]([CH3:28])[CH3:29])[cH:25][cH:24][cH:23]1. The product is C(C1=CC=CC=C1)(C1=CC=CC=C1)[C@@H]1OC[C@@H]([C@H](C1)O)NCC=1C=C2C=CNC2=CC1 ((2R, 4S, 5S)-2-benzhydryl-5-[(1H-indol-5-ylmethyl)-amino]-tetrahydropyran-4-ol). Procedure: (2R, 4S, 5S)-5-amino-2-benzhydryl-tetrahydropyran-4-ol 31b (0.05 g, 0.18 mmol) was reacted with 1H-indol-5-carbaldehyde (0.03 g, 0.18 mmol), glacial acetic acid (0.01 g, 0.18 mmol) and NaCNBH3 (0.02 g, 0.35 mmol) (Procedure C) to give (2R, 4S, 5S)-2-benzhydryl-5-[(1H-indol-5-ylmethyl)-amino]-tetrahydropyran-4-ol, (+)32b, 0.05 g (69%, [α]D=(+)70.9, c=1, Acetone). Solvent: CC(=O)C (Acetone). RXN SMILES: [NH2:1][C@H:2]1[CH2:7][O:6][C@@H:5]([CH:8]([C:15]2[CH:20]=[CH:19][CH:18]=[CH:17][CH:16]=2)[C:9]2[CH:14]=[CH:13][CH:12]=[CH:11][CH:10]=2)[CH2:4][C@@H:3]1[OH:21].[NH:22]1[C:30]2[C:25](=[CH:26][C:27]([CH:31]=O)=[CH:28][CH:29]=2)[CH:24]=[CH:23]1.C(O)(=O)C.C([C@@H]1CC=CCO1)(C1C=CC=CC=1)C1C=CC=CC=1>CC(C)=O>[CH:8]([C@H:5]1[CH2:4][C@H:3]([OH:21])[C@@H:2]([NH:1][CH2:31][C:27]2[CH:26]=[C:25]3[C:30](=[CH:29][CH:28]=2)[NH:22][CH:23]=[CH:24]3)[CH2:7][O:6]1)([C:9]1[CH:14]=[CH:13][CH:12]=[CH:11][CH:10]=1)[C:15]1[CH:20]=[CH:19][CH:18]=[CH:17][CH:16]=1. Reactants: N[C@@H]1[C@H](C[C@@H](OC1)C(C1=CC=CC=C1)C1=CC=CC=C1)O ((2R, 4S, 5S)-5-Amino-2-benzhydryl-tetrahydro-pyran-4-ol), N1C=CC2=CC(=CC=C12)C=O (1H-indol-5-carbaldehyde), C(C)(=O)O (acetic acid), C(C1=CC=CC=C1)(C1=CC=CC=C1)[C@H]1OCC=CC1 ((2S)-2-benzhydryl-3,6-dihydro-2H-pyran).